From a dataset of the Open Reaction Database (ORD), a public repository of structured organic reaction records. describe an organic reaction: reactants, conditions, products, and yield The reactants are O=C([O-])[O-], CCC1CCC(C2CCc3cc(O)c(F)c(F)c3O2)CC1, Cl, CCI, [K+], [K+], CN(C)C=O. Yields the product CCOc1cc2c(c(F)c1F)OC(C1CCC(CC)CC1)CC2. As a reaction SMILES: [C:25](=[O:26])([O-:27])[O-:28].[CH2:1]([CH3:2])[CH:3]1[CH2:4][CH2:5][CH:6]([CH:9]2[O:10][c:11]3[c:12]([F:21])[c:13]([F:20])[c:14]([OH:19])[cH:15][c:16]3[CH2:17][CH2:18]2)[CH2:7][CH2:8]1.[ClH:31].[I:22][CH2:23][CH3:24].[K+:29].[K+:30].[O:32]=[CH:33][N:34]([CH3:35])[CH3:36]>>[CH2:1]([CH3:2])[CH:3]1[CH2:4][CH2:5][CH:6]([CH:9]2[O:10][c:11]3[c:12]([F:21])[c:13]([F:20])[c:14]([O:19][CH2:23][CH3:24])[cH:15][c:16]3[CH2:17][CH2:18]2)[CH2:7][CH2:8]1. Reactants: CCOC(=O)c1cc2cc(Oc3ccc(S(C)(=O)=O)cn3)cc(OC3CCOCC3)c2[nH]1, CCO, [Na+], C1CCOC1, [OH-]. The product is CS(=O)(=O)c1ccc(Oc2cc(OC3CCOCC3)c3[nH]c(C(=O)O)cc3c2)nc1. RXN SMILES: [CH3:1][S:2](=[O:3])(=[O:4])[c:5]1[cH:6][cH:7][c:8]([O:11][c:12]2[cH:13][c:14]3[cH:15][c:16]([C:28](=[O:29])[O:30][CH2:31][CH3:32])[nH:17][c:18]3[c:19]([O:21][CH:22]3[CH2:23][CH2:24][O:25][CH2:26][CH2:27]3)[cH:20]2)[n:9][cH:10]1.[CH3:40][CH2:41][OH:42].[Na+:34].[O:35]1[CH2:36][CH2:37][CH2:38][CH2:39]1.[OH-:33]>>[CH3:1][S:2](=[O:3])(=[O:4])[c:5]1[cH:6][cH:7][c:8]([O:11][c:12]2[cH:13][c:14]3[cH:15][c:16]([C:28](=[O:29])[OH:30])[nH:17][c:18]3[c:19]([O:21][CH:22]3[CH2:23][CH2:24][O:25][CH2:26][CH2:27]3)[cH:20]2)[n:9][cH:10]1. Reactants: O=C(Cl)c1ccccc1, C1=C(c2c[nH]c3ccncc23)CC2CCCN2C1, C1CCOC1, C[Si](C)(C)[N-][Si](C)(C)C, [Na+]. The product is O=C(c1ccccc1)n1cc(C2=CCN3CCCC3C2)c2cnccc21. RXN SMILES: [C:19]([c:20]1[cH:21][cH:22][cH:23][cH:24][cH:25]1)(=[O:26])[Cl:27].[CH2:1]1[CH2:2][CH2:3][N:4]2[CH2:5][CH:6]=[C:7]([c:10]3[cH:11][nH:12][c:13]4[cH:14][cH:15][n:16][cH:17][c:18]34)[CH2:8][CH:9]12.[CH2:38]1[O:39][CH2:40][CH2:41][CH2:42]1.[CH3:29][Si:30]([N-:31][Si:32]([CH3:33])([CH3:34])[CH3:35])([CH3:36])[CH3:37].[Na+:28]>>[CH2:1]1[CH2:2][CH2:3][N:4]2[CH2:5][CH:6]=[C:7]([c:10]3[cH:11][n:12]([C:19]([c:20]4[cH:21][cH:22][cH:23][cH:24][cH:25]4)=[O:26])[c:13]4[cH:14][cH:15][n:16][cH:17][c:18]34)[CH2:8][CH:9]12. The reactants are C(C)(C)(C)C1=CC=C(N)C=C1 (4tertbutyl-aniline), C(C(C)[*:2])[*:1] (polypropylene), ClC=1C=C2CC(N(C2=CC1)CC(=O)O)=O ((5-chloro-2-oxo-2,3-dihydro-1H-indol-1-yl)acetic acid), N,N-diisopropyl-methyl-polystyrene. The solvent is C(Cl)Cl.CN(C)C=O (CH2Cl2 DMF). Reaction conditions: time 40 hour. The product is C(C)(C)(C)C1=CC=C(C=C1)NC(CN1C(CC2=CC(=CC=C12)Cl)=O)=O (N-(4tert-Butyl-phenyl)-2-(5-chloro-2-oxo-2,3-dihydro-indol-1-yl)-acetamide). RXN SMILES: [Cl:1][C:2]1[CH:3]=[C:4]2[C:8](=[CH:9][CH:10]=1)[N:7]([CH2:11][C:12]([OH:14])=O)[C:6](=[O:15])[CH2:5]2.[C:16]([C:20]1[CH:26]=[CH:25][C:23]([NH2:24])=[CH:22][CH:21]=1)([CH3:19])([CH3:18])[CH3:17]>C(Cl)Cl.CN(C=O)C>[C:16]([C:20]1[CH:21]=[CH:22][C:23]([NH:24][C:12](=[O:14])[CH2:11][N:7]2[C:8]3[C:4](=[CH:3][C:2]([Cl:1])=[CH:10][CH:9]=3)[CH2:5][C:6]2=[O:15])=[CH:25][CH:26]=1)([CH3:19])([CH3:17])[CH3:18] |f:2.3|. Reported procedure: In a 1 ml polypropylene vial, 300 μl of a 0.15 M stock solution of (5-chloro-2-oxo-2,3-dihydro-1H-indol-1-yl)acetic acid 59 in a 1/1 CH2Cl2/DMF mixture were added onto N-dicyclohexyl-N-methyl polystyrene (from Novabiochem, loading: 1.9 mmol/g, 35 mg) and N,N-diisopropyl-methyl-polystyrene (from Argonaut, loading: 3.49 mmol/g, 25.4 mg) followed by 4tertbutyl-aniline (0.044 mmol, 6.6 mg). The reaction mixture was stirred 40 h under vortex and quenched with DMF (400 μl). The suspension was allowed ...